From a dataset of the Open Reaction Database (ORD), a public repository of structured organic reaction records. describe an organic reaction: reactants, conditions, products, and yield Reactants: CCOC(=O)c1cnn(Cc2nc(C(N)=O)cs2)c1, O=C([O-])O, COc1ccc(P2(=S)SP(=S)(c3ccc(OC)cc3)S2)cc1, Cc1ccccc1, [Na+]. Product: CCOC(=O)c1cnn(Cc2nc(C(N)=S)cs2)c1. As a reaction SMILES: [C:1]([NH2:2])(=[O:3])[c:4]1[n:5][c:6]([CH2:9][n:10]2[n:11][cH:12][c:13]([C:15](=[O:16])[O:17][CH2:18][CH3:19])[cH:14]2)[s:7][cH:8]1.[C:42](=[O:43])([O-:44])[OH:45].[CH3:20][O:21][c:22]1[cH:23][cH:24][c:25]([P:26]2(=[S:27])[S:28][P:30](=[S:31])([c:32]3[cH:33][cH:34][c:35]([O:36][CH3:37])[cH:38][cH:39]3)[S:29]2)[cH:40][cH:41]1.[CH3:47][c:48]1[cH:49][cH:50][cH:51][cH:52][cH:53]1.[Na+:46]>>[C:1]([NH2:2])([c:4]1[n:5][c:6]([CH2:9][n:10]2[n:11][cH:12][c:13]([C:15](=[O:16])[O:17][CH2:18][CH3:19])[cH:14]2)[s:7][cH:8]1)=[S:29]. The reactants are C1CCOC1, COC(=O)c1ccc([N+](=O)[O-])cc1O, CCO. The product is COC(=O)c1ccc(N)cc1O. Reaction SMILES: [CH2:15]1[O:16][CH2:17][CH2:18][CH2:19]1.[CH3:1][O:2][C:3]([c:4]1[c:5]([OH:13])[cH:6][c:7]([N+:10]([O-:11])=[O:12])[cH:8][cH:9]1)=[O:14].[CH3:20][CH2:21][OH:22]>>[CH3:1][O:2][C:3]([c:4]1[c:5]([OH:13])[cH:6][c:7]([NH2:10])[cH:8][cH:9]1)=[O:14]. Starting materials: CN(C=C(C(=O)OCC)C1=CC=C(C=C1)CCCCCC)C (Ethyl 3-(dimethylamino)-2-(4-hexylphenyl)acrylate), CC(CC1=CC=C(C=C1)C)(C)NNC(=O)OC(C)(C)C (tert-butyl 2-(2-methyl-1-(p-tolyl)propan-2-yl)hydrazinecarboxylate). The solvent is C(C)(=O)O (acetic acid), C(C)OCC (diethyl ether), C(C)(=O)O (acetic acid). Run at temperature 90 celsius, time 24 hour. Yields the product C(CCCCC)C1=CC=C(C=C1)C=1C=NN(C1O)C(CC1=CC=C(C=C1)C)(C)C (4-(4-hexylphenyl)-1-(2-methyl-1-(p-tolyl)propan-2-yl)-1H-pyrazol-5-ol). As a reaction SMILES: CN(C)C=[C:4]([C:10]1[CH:15]=[CH:14][C:13]([CH2:16][CH2:17][CH2:18][CH2:19][CH2:20][CH3:21])=[CH:12][CH:11]=1)[C:5](OCC)=[O:6].[CH3:23][C:24]([NH:34][NH:35][C:36](OC(C)(C)C)=O)([CH3:33])[CH2:25][C:26]1[CH:31]=[CH:30][C:29]([CH3:32])=[CH:28][CH:27]=1>C(O)(=O)C.C(OCC)C>[CH2:16]([C:13]1[CH:12]=[CH:11][C:10]([C:4]2[CH:36]=[N:35][N:34]([C:24]([CH3:23])([CH3:33])[CH2:25][C:26]3[CH:27]=[CH:28][C:29]([CH3:32])=[CH:30][CH:31]=3)[C:5]=2[OH:6])=[CH:15][CH:14]=1)[CH2:17][CH2:18][CH2:19][CH2:20][CH3:21]. Procedure: Ethyl 3-(dimethylamino)-2-(4-hexylphenyl)acrylate and 0.50 g (1.8 mmol) of tert-butyl 2-(2-methyl-1-(p-tolyl)propan-2-yl)hydrazinecarboxylate were dissolved in 2 mL of acetic acid and stirred at 90° C. for 24 hours. After the stirring, the reaction mixture was mixed with 0.5 mL of acetic acid and stirred for 48 hours. After completion of the reaction, the reaction mixture was cooled to room temperature, diluted with diethyl ether and washed with distilled water, with saturated aqueous sodium hyd... Reactants: OC=1C=C(C=CC1OC)NC(=O)C=1C(=NC=CC1)NC1=CC=C2C=NNC2=C1 (N-(3-hydroxy-4-methoxyphenyl) [2-(1H-indazol-6-ylamino) (3-pyridyl)]-carboxamide), OC1CCN(CC1)C (4-hydroxy-N-methylpiperidine). Product: N1N=CC2=CC=C(C=C12)NC1=NC=CC=C1C(=O)NC1=CC(=C(C=C1)OC)OC1CCN(CC1)C ([2-(1H-Indazol-6-ylamino) (3-pyridyl)]-N-[4-methoxy-3-(1-methyl(4-piperidyl)oxy)phenyl]carboxamide). Reaction SMILES: [OH:1][C:2]1[CH:3]=[C:4]([NH:10][C:11]([C:13]2[C:14]([NH:19][C:20]3[CH:28]=[C:27]4[C:23]([CH:24]=[N:25][NH:26]4)=[CH:22][CH:21]=3)=[N:15][CH:16]=[CH:17][CH:18]=2)=[O:12])[CH:5]=[CH:6][C:7]=1[O:8][CH3:9].O[CH:30]1[CH2:35][CH2:34][N:33]([CH3:36])[CH2:32][CH2:31]1>>[NH:26]1[C:27]2[C:23](=[CH:22][CH:21]=[C:20]([NH:19][C:14]3[C:13]([C:11]([NH:10][C:4]4[CH:5]=[CH:6][C:7]([O:8][CH3:9])=[C:2]([O:1][CH:30]5[CH2:35][CH2:34][N:33]([CH3:36])[CH2:32][CH2:31]5)[CH:3]=4)=[O:12])=[CH:18][CH:17]=[CH:16][N:15]=3)[CH:28]=2)[CH:24]=[N:25]1. Reported procedure: The title compound was prepared from N-(3-hydroxy-4-methoxyphenyl) [2-(1H-indazol-6-ylamino) (3-pyridyl)]-carboxamide (Example 36) by a method similar to that described in Example 34 using 4-hydroxy-N-methylpiperidine. MS (ES+): 473 (M+H)+; (ES−): 471 (M−H). Calc'd. for C26H28N6O3−472.2. Starting materials: CC(C)(C)OC(=O)NC1CCN(CCOS(C)(=O)=O)CC1, COc1cc2ncc(=O)[nH]c2cc1OC, COc1ccc2ccc(=O)n(CCN3CCC(NC(=O)OC(C)(C)C)CC3)c2c1, CC(C)=O, [H-], [Na+]. The product is COc1cc2ncc(=O)n(CCN3CCC(NC(=O)OC(C)(C)C)CC3)c2cc1OC. RXN SMILES: [CH3:18][S:19]([O:20][CH2:23][CH2:24][N:25]1[CH2:26][CH2:27][CH:28]([NH:31][C:32](=[O:33])[O:34][C:35]([CH3:36])([CH3:37])[CH3:38])[CH2:29][CH2:30]1)(=[O:21])=[O:22].[CH3:1][O:2][c:3]1[cH:4][c:5]2[n:6][cH:7][c:8](=[O:15])[nH:9][c:10]2[cH:11][c:12]1[O:13][CH3:14].[CH3:39][O:40][c:41]1[cH:42][c:43]2[c:44]([cH:45][cH:46][c:47](=[O:48])[n:49]2[CH2:50][CH2:51][N:52]2[CH2:53][CH2:54][CH:55]([NH:56][C:57](=[O:58])[O:59][C:60]([CH3:61])([CH3:62])[CH3:63])[CH2:64][CH2:65]2)[cH:66][cH:67]1.[CH3:68][C:69](=[O:70])[CH3:71].[H-:16].[Na+:17]>>[CH3:1][O:2][c:3]1[cH:4][c:5]2[n:6][cH:7][c:8](=[O:15])[n:9]([CH2:23][CH2:24][N:25]3[CH2:26][CH2:27][CH:28]([NH:31][C:32](=[O:33])[O:34][C:35]([CH3:36])([CH3:37])[CH3:38])[CH2:29][CH2:30]3)[c:10]2[cH:11][c:12]1[O:13][CH3:14]. The reactants are CSC1=NC(=C(C(=N1)O)C1=CC=C(C=C1)Cl)C1=C(C=C(C=C1)Cl)Cl (2-methylthio-4-hydroxy-5-(4-chlorophenyl)-6-(2,4-dichlorophenyl)pyrimidine), C1=CC(=CC(=C1)Cl)C(=O)OO (mCPBA). The solvent is C(Cl)Cl (DCM). Run at time 2 hour. Product: OC1=NC(=C(C(=N1)O)C1=CC=C(C=C1)Cl)C1=C(C=C(C=C1)Cl)Cl (2,4-Dihydroxy-5-(4-chlorophenyl)-6-(2,4-dichlorophenyl)pyrimidine). As a reaction SMILES: CS[C:3]1[N:8]=[C:7]([OH:9])[C:6]([C:10]2[CH:15]=[CH:14][C:13]([Cl:16])=[CH:12][CH:11]=2)=[C:5]([C:17]2[CH:22]=[CH:21][C:20]([Cl:23])=[CH:19][C:18]=2[Cl:24])[N:4]=1.C1C=C(Cl)C=C(C(OO)=[O:33])C=1>C(Cl)Cl>[OH:33][C:3]1[N:8]=[C:7]([OH:9])[C:6]([C:10]2[CH:15]=[CH:14][C:13]([Cl:16])=[CH:12][CH:11]=2)=[C:5]([C:17]2[CH:22]=[CH:21][C:20]([Cl:23])=[CH:19][C:18]=2[Cl:24])[N:4]=1. Procedure: To a 10 mL round bottom flask fitted with a magnetic stirrer bar was added 2-methylthio-4-hydroxy-5-(4-chlorophenyl)-6-(2,4-dichlorophenyl)pyrimidine from Example 11 (40 mg, 0.1 mmol) and 1.0 mL DCM. The reaction flask was cooled in an ice bath and mCPBA (70%, 50mg, 0.22 mmol) was added all at once. After 2 h, two new products were observed by LC. The product eluting at Rt=3.38 min was 2-methylsulfonyl-4-hydroxy-5-(4-chlorophenyl)-6-(2, 4-dichlorophenyl)pyrimidine, m/e=431 (M++1) and that at Rt=... Starting materials: BrCC1=CC=CC=C1 ((bromomethyl)benzene), O (Water), FC1=CC=C(C=C1)CC(CNC(=O)C=1N=C2N(CC3CCC2(CC3)NC(C(=O)N(C)C)=O)C(C1O)=O)=O (N′-(2-((3-(4-fluorophenyl)-2-oxopropyl)carbamoyl)-3-hydroxy-4-oxo-6,7,8,9-tetrahydro-7,10-ethanopyrimido[1,2-a]azepin-10(4H)-yl)-N,N-dimethylethanediamide), Intermediate 15, C(=O)([O-])[O-].[K+].[K+] (K2CO3). Solvent: CN(C)C=O (DMF). Reaction conditions: time 16 hour. Yields the product C(C1=CC=CC=C1)OC1=C(N=C2N(CC3CCC2(CC3)NC(C(=O)N(C)C)=O)C1=O)C(NCC(CC1=CC=C(C=C1)F)=O)=O (N′-(3-(Benzyloxy)-2-((3-(4-fluorophenyl)-2-oxopropyl)carbamoyl)-4-oxo-6,7,8,9-tetrahydro-7,10-ethanopyrimido[1,2-a]azepin-10(4H)-yl)-N,N-dimethylethanediamide). Isolated yield 59.5%. RXN SMILES: [F:1][C:2]1[CH:7]=[CH:6][C:5]([CH2:8][C:9](=[O:37])[CH2:10][NH:11][C:12]([C:14]2[N:15]=[C:16]3[C:22]4([NH:25][C:26](=[O:32])[C:27]([N:29]([CH3:31])[CH3:30])=[O:28])[CH2:23][CH2:24][CH:19]([CH2:20][CH2:21]4)[CH2:18][N:17]3[C:33](=[O:36])[C:34]=2[OH:35])=[O:13])=[CH:4][CH:3]=1.C([O-])([O-])=O.[K+].[K+].Br[CH2:45][C:46]1[CH:51]=[CH:50][CH:49]=[CH:48][CH:47]=1.O>CN(C=O)C>[CH2:45]([O:35][C:34]1[C:33](=[O:36])[N:17]2[CH2:18][CH:19]3[CH2:24][CH2:23][C:22]([NH:25][C:26](=[O:32])[C:27]([N:29]([CH3:31])[CH3:30])=[O:28])([C:16]2=[N:15][C:14]=1[C:12](=[O:13])[NH:11][CH2:10][C:9](=[O:37])[CH2:8][C:5]1[CH:6]=[CH:7][C:2]([F:1])=[CH:3][CH:4]=1)[CH2:21][CH2:20]3)[C:46]1[CH:51]=[CH:50][CH:49]=[CH:48][CH:47]=1 |f:1.2.3|. Procedure details: To a mixture of N′-(2-((3-(4-fluorophenyl)-2-oxopropyl)carbamoyl)-3-hydroxy-4-oxo-6,7,8,9-tetrahydro-7,10-ethanopyrimido[1,2-a]azepin-10(4H)-yl)-N,N-dimethylethanediamide, Intermediate 15 (140 mg, 0.273 mmol) in DMF (5 mL) was added K2CO3 (67.8 mg, 0.491 mmol) followed by (bromomethyl)benzene (0.049 mL, 0.409 mmol) and the resulting mixture stirred at room temp for 16 h. Water was then added and the mixture was extracted with ethyl acetate (2×50 mL), dried (Na2SO4), filtered and concentrated. Th...